This data is from the Open Reaction Database (ORD), a public repository of structured organic reaction records. The task is: describe an organic reaction: reactants, conditions, products, and yield Starting materials: ClC1=C(C=CC(=C1)Cl)C(CN1CCN(CC1)C(=O)OC(C)(C)C)=O (tert-butyl 4-[2-(2,4-dichlorophenyl)-2-oxoethyl]piperazinecarboxylate). The solvent is CN(C)C(OC)OC (N,N-dimethylformamidedimethyl acetal). Product: ClC1=C(C=CC(=C1)Cl)C(C(=CN(C)C)N1CCN(CC1)C(=O)OC(C)(C)C)=O (tert-butyl 4-{2-(2,4-dichlorophenyl)-1-[(dimethylamino)methylene]-2-oxoethyl}piperazinecarboxylate). Reaction SMILES: [Cl:1][C:2]1[CH:7]=[C:6]([Cl:8])[CH:5]=[CH:4][C:3]=1[C:9](=[O:24])[CH2:10][N:11]1[CH2:16][CH2:15][N:14]([C:17]([O:19][C:20]([CH3:23])([CH3:22])[CH3:21])=[O:18])[CH2:13][CH2:12]1>CN(C(OC)OC)C>[Cl:1][C:2]1[CH:7]=[C:6]([Cl:8])[CH:5]=[CH:4][C:3]=1[C:9](=[O:24])[C:10]([N:11]1[CH2:12][CH2:13][N:14]([C:17]([O:19][C:20]([CH3:21])([CH3:23])[CH3:22])=[O:18])[CH2:15][CH2:16]1)=[CH:10][N:11]([CH3:16])[CH3:12]. Reported procedure: 1 mmol of tert-butyl 4-[2-(2,4-dichlorophenyl)-2-oxoethyl]piperazinecarboxylate was heated to 80° C. in neat N,N-dimethylformamidedimethyl acetal for six hours. The reaction mixture was concentrated in vacuo and purified by trituration with diethyl ether to obtain tert-butyl 4-{2-(2,4-dichlorophenyl)-1-[(dimethylamino)methylene]-2-oxoethyl}piperazinecarboxylate. Starting materials: COC=1C=C2C(=NC=NC2=CC1OC)OC1=CC(=C(C=C1)O)[N+](=O)[O-] (4-(6,7-Dimethoxyquinazolin-4-yloxy)-2-nitrophenol), O (water). The reagents and catalysts are [Fe] (Fe), Cl (HCl). Solvent: CCO (EtOH). The product is NC1=C(C=CC(=C1)OC1=NC=NC2=CC(=C(C=C12)OC)OC)O (2-Amino-4-(6,7-dimethoxyquinazolin-4-yloxy)-phenol). Reaction SMILES: [CH3:1][O:2][C:3]1[CH:4]=[C:5]2[C:10](=[CH:11][C:12]=1[O:13][CH3:14])[N:9]=[CH:8][N:7]=[C:6]2[O:15][C:16]1[CH:21]=[CH:20][C:19]([OH:22])=[C:18]([N+:23]([O-])=O)[CH:17]=1.O>Cl.[Fe].CCO>[NH2:23][C:18]1[CH:17]=[C:16]([O:15][C:6]2[C:5]3[C:10](=[CH:11][C:12]([O:13][CH3:14])=[C:3]([O:2][CH3:1])[CH:4]=3)[N:9]=[CH:8][N:7]=2)[CH:21]=[CH:20][C:19]=1[OH:22]. Procedure details: 4-(6,7-Dimethoxyquinazolin-4-yloxy)-2-nitrophenol (Step c, 350 mg, 1.02 mmol) was combined with Fe (1.17 g), 6N HCl (2 drops), water (2.1 mL) and EtOH (9 mL) and heated at reflux for 2.5 h. The hot mixture was filtered through Celite and evaporated. The residue was purified by column chromatography using 0-30% of a 90:10:1 (CH2Cl2:MeOH:NH4OH) solution in CH2Cl2 as the eluent. MS(MH+)=NA; Calc'd 313.31 for C16H15N3O4.